Dataset: the Open Reaction Database (ORD), a public repository of structured organic reaction records. Task: describe an organic reaction: reactants, conditions, products, and yield Starting materials: NC1=C(C=CC=C1)C1=CC=C(C=C1)OC(F)(F)F (2-amino-4′-(trifluoromethoxy)biphenyl), BrC1=CC=C(C=C1)C(C)(C)C (1-bromo-4-(tert-butyl)benzene), CC(C)([O-])C.[K+] (potassium tert-butoxide), [Cl-].[NH4+] (ammonium chloride). The reagents and catalysts are C=1C=CC(=CC1)/C=C/C(=O)/C=C/C2=CC=CC=C2.C=1C=CC(=CC1)/C=C/C(=O)/C=C/C2=CC=CC=C2.[Pd] (bis(dibenzylideneacetone)palladium), C1(=CC=CC=C1)P(C1=C(C2=CC=CC=C2C=C1)C1=C(C=CC2=CC=CC=C12)P(C1=CC=CC=C1)C1=CC=CC=C1)C1=CC=CC=C1 (rac-2,2′-bis(diphenylphosphino)-1,1′-binaphthyl). Run in C1(=CC=CC=C1)C (toluene). Conditions: time 5 hour. Yields the product C(C)(C)(C)C1=CC=C(C=C1)NC1=C(C=CC=C1)C1=CC=C(C=C1)OC(F)(F)F (2-[4-(tert-butyl)phenyl]amino-4′-(trifluoromethoxy)biphenyl). The yield is 88.9%. As a reaction SMILES: [NH2:1][C:2]1[CH:7]=[CH:6][CH:5]=[CH:4][C:3]=1[C:8]1[CH:13]=[CH:12][C:11]([O:14][C:15]([F:18])([F:17])[F:16])=[CH:10][CH:9]=1.Br[C:20]1[CH:25]=[CH:24][C:23]([C:26]([CH3:29])([CH3:28])[CH3:27])=[CH:22][CH:21]=1.CC(C)([O-])C.[K+].[Cl-].[NH4+]>C1C=CC(/C=C/C(/C=C/C2C=CC=CC=2)=O)=CC=1.C1C=CC(/C=C/C(/C=C/C2C=CC=CC=2)=O)=CC=1.[Pd].C1(P(C2C=CC=CC=2)C2C=CC3C(=CC=CC=3)C=2C2C3C(=CC=CC=3)C=CC=2P(C2C=CC=CC=2)C2C=CC=CC=2)C=CC=CC=1.C1(C)C=CC=CC=1>[C:26]([C:23]1[CH:24]=[CH:25][C:20]([NH:1][C:2]2[CH:7]=[CH:6][CH:5]=[CH:4][C:3]=2[C:8]2[CH:13]=[CH:12][C:11]([O:14][C:15]([F:16])([F:17])[F:18])=[CH:10][CH:9]=2)=[CH:21][CH:22]=1)([CH3:29])([CH3:28])[CH3:27] |f:2.3,4.5,6.7.8|. Procedure: A mixture of 2-amino-4′-(trifluoromethoxy)biphenyl (633 mg, 2.50 mmol), 1-bromo-4-(tert-butyl)benzene (533 mg, 2.50 mmol), rac-2,2′-bis(diphenylphosphino)-1,1′-binaphthyl (124 mg, 0.2 mmol), bis(dibenzylideneacetone)palladium (0) (72 mg, 0.125 mmol), potassium tert-butoxide (1.68 g, 15.0 mmol) and toluene (10 ml) was stirred at 60° for 5 hours under argon atmosphere. After the reaction mixture was cooled to room temperature, saturated aqueous ammonium chloride. The mixture was filtered through c... Starting materials: CNCC(=O)NC1=C(C(=O)C2=CC=CC=C2)C=C(C=C1)Cl (2-(methylamino-acetamido)-5-chloro-benzophenone), C(C=C)#N (acrylonitrile), alcohol, C(C=C)#N (acrylonitrile), initial product, Cl (hydrogen chloride). Solvent: C(C)OCC (diethyl ether). Conditions: time 2 hour. The product is Cl.C(#N)CCN(CC(=O)NC1=C(C(=O)C2=CC=CC=C2)C=C(C=C1)Cl)C (2-(5-cyano-3-methyl-3-aza-pentanamido)-5-chloro-benzophenone hydrochloride). RXN SMILES: [CH3:1][NH:2][CH2:3][C:4]([NH:6][C:7]1[CH:20]=[CH:19][C:18]([Cl:21])=[CH:17][C:8]=1[C:9]([C:11]1[CH:16]=[CH:15][CH:14]=[CH:13][CH:12]=1)=[O:10])=[O:5].[C:22](#[N:25])[CH:23]=[CH2:24].Cl>C(OCC)C>[ClH:21].[C:22]([CH2:23][CH2:24][N:2]([CH3:1])[CH2:3][C:4]([NH:6][C:7]1[CH:20]=[CH:19][C:18]([Cl:21])=[CH:17][C:8]=1[C:9]([C:11]1[CH:16]=[CH:15][CH:14]=[CH:13][CH:12]=1)=[O:10])=[O:5])#[N:25] |f:4.5|. Procedure: 3.0 g of 2-(methylamino-acetamido)-5-chloro-benzophenone were dissolved in 30 mls. of anhydrous alcohol and then mixed with 2.0 g of freshly distilled acrylonitrile. The mixture was stirred for 2 hours at room temperature and then heated under reflux for a further 8 hours. After being allowed to stand overnight at room temperature a further 2.0 g of freshly distilled acrylonitrile was added and the mixture heated under reflux with stirring for a further 4 hours. At this point a sample showed in ...